From a dataset of the Open Reaction Database (ORD), a public repository of structured organic reaction records. describe an organic reaction: reactants, conditions, products, and yield Starting materials: ClC=1C=C(C=2N(N1)C(=CN2)C#N)N(C2=CC=CC=C2)CC2=CC=C(C=C2)OC (6-chloro-3-cyano-N-(4-methoxybenzyl)-N-phenylimidazo[1,2-b]pyridazin-8-amine), [OH-].[Na+] (NaOH), CO (MeOH). Run in O1CCOCC1 (dioxane). Reaction conditions: temperature 100 celsius. Product: ClC=1C=C(C=2N(N1)C(=CN2)C(=O)N)N(C2=CC=CC=C2)CC2=CC=C(C=C2)OC (6-chloro-8-((4-methoxybenzyl)(phenyl)amino)imidazo[1,2-b]pyridazine-3-carboxamide). Reaction SMILES: [Cl:1][C:2]1[CH:3]=[C:4]([N:13]([CH2:20][C:21]2[CH:26]=[CH:25][C:24]([O:27][CH3:28])=[CH:23][CH:22]=2)[C:14]2[CH:19]=[CH:18][CH:17]=[CH:16][CH:15]=2)[C:5]2[N:6]([C:8]([C:11]#[N:12])=[CH:9][N:10]=2)[N:7]=1.[OH-:29].[Na+].CO>O1CCOCC1>[Cl:1][C:2]1[CH:3]=[C:4]([N:13]([CH2:20][C:21]2[CH:22]=[CH:23][C:24]([O:27][CH3:28])=[CH:25][CH:26]=2)[C:14]2[CH:15]=[CH:16][CH:17]=[CH:18][CH:19]=2)[C:5]2[N:6]([C:8]([C:11]([NH2:12])=[O:29])=[CH:9][N:10]=2)[N:7]=1 |f:1.2|. Procedure: A mixture of 6-chloro-3-cyano-N-(4-methoxybenzyl)-N-phenylimidazo[1,2-b]pyridazin-8-amine (25 mgs) from Example XXXI(1) step 1b, 6N NaOH (0.1 mL), MeOH (0.1 mL) and dioxane (1 mL) in a vial was heated to 100° C. for 16 h. The mixture was cooled to room temperature and concentrated in vacuo. Upon addition of 1M HCl a precipitate forms. The precipitate was collected by filtration and dried to provide 35 mgs of crude 6-chloro-8-((4-methoxybenzyl)(phenyl)amino)imidazo[1,2-b]pyridazine-3-carboxamide.